From a dataset of the Open Reaction Database (ORD), a public repository of structured organic reaction records. describe an organic reaction: reactants, conditions, products, and yield Starting materials: CC(C)(C)OC(=O)NC1CCC(Nc2cccc3cnccc23)CC1, CO, Cl. Product: Cl, NC1CCC(Nc2cccc3cnccc23)CC1. RXN SMILES: [C:1]([O:2][C:3](=[O:4])[NH:8][CH:9]1[CH2:10][CH2:11][CH:12]([NH:15][c:16]2[c:17]3[cH:18][cH:19][n:20][cH:21][c:22]3[cH:23][cH:24][cH:25]2)[CH2:13][CH2:14]1)([CH3:5])([CH3:6])[CH3:7].[CH3:26][OH:27].[ClH:28]>>[ClH:28].[NH2:8][CH:9]1[CH2:10][CH2:11][CH:12]([NH:15][c:16]2[c:17]3[cH:18][cH:19][n:20][cH:21][c:22]3[cH:23][cH:24][cH:25]2)[CH2:13][CH2:14]1. As a reaction SMILES: C[Al](C)C.[F:5][C:6]([F:10])([F:9])[CH2:7][NH2:8].C[O:12][C:13](=O)[C:14]1[CH:19]=[CH:18][C:17]([O:20][CH2:21][C:22]2[C:23]([C:28]3[CH:33]=[CH:32][CH:31]=[C:30]([F:34])[CH:29]=3)=[N:24][O:25][C:26]=2[CH3:27])=[N:16][CH:15]=1.O>O1CCOCC1>[F:34][C:30]1[CH:29]=[C:28]([C:23]2[C:22]([CH2:21][O:20][C:17]3[CH:18]=[CH:19][C:14]([C:13]([NH:8][CH2:7][C:6]([F:10])([F:9])[F:5])=[O:12])=[CH:15][N:16]=3)=[C:26]([CH3:27])[O:25][N:24]=2)[CH:33]=[CH:32][CH:31]=1. Solvent: O1CCOCC1 (dioxane), O1CCOCC1 (dioxane). The reactants are COC(C1=CN=C(C=C1)OCC=1C(=NOC1C)C1=CC(=CC=C1)F)=O (6-[3-(3-fluoro-phenyl)-5-methyl-isoxazol-4-ylmethoxy]-nicotinic acid methyl ester), O (water), C[Al](C)C (trimethylaluminium), FC(CN)(F)F (2,2,2-trifluoroethylamine). Yield: 99.3%. The product is FC=1C=C(C=CC1)C1=NOC(=C1COC1=NC=C(C(=O)NCC(F)(F)F)C=C1)C (6-[3-(3-Fluoro-phenyl)-5-methyl-isoxazol-4-ylmethoxy]-N-(2,2,2-trifluoro-ethyl)-nicotinamide). Procedure: A solution of trimethylaluminium (2 M in toluene, 600 μL, 1.2 mmol) was added dropwise (exothermic) to a solution of 2,2,2-trifluoroethylamine (119 mg, 94 μL, 1.2 mmol) in dioxane (7.5 mL) and the resulting mixture was stirred at room temperature for 1 h. Then a solution of 6-[3-(3-fluoro-phenyl)-5-methyl-isoxazol-4-ylmethoxy]-nicotinic acid methyl ester (103 mg, 0.3 mmol) in dioxane (4 mL) was added. The resulting mixture was then heated at 85-95° C. for 2 h and then cooled to room temperature ... Run at time 1 hour.